Dataset: the Open Reaction Database (ORD), a public repository of structured organic reaction records. Task: describe an organic reaction: reactants, conditions, products, and yield Starting materials: C(C)OC(=O)C1=CC2=C(S1)C=C(C=C2)OC2CCN(CC2)C(C)C (6-(1-isopropyl-piperidin-4-yloxy)-benzo[b]thiophene-2-carboxylic acid ethyl ester), [OH-].[Na+] (NaOH), Cl (HCl). The solvent is C1CCOC1.C(C)O (THF ethanol). Run at time 1 hour. Product: C(C)(C)N1CCC(CC1)OC=1C=CC2=C(SC(=C2)C(=O)O)C1 (6-(1-Isopropyl-piperidin-4-yloxy)-benzo[b]thiophene-2-carboxylic acid). Isolated yield 144.0%. As a reaction SMILES: C([O:3][C:4]([C:6]1[S:10][C:9]2[CH:11]=[C:12]([O:15][CH:16]3[CH2:21][CH2:20][N:19]([CH:22]([CH3:24])[CH3:23])[CH2:18][CH2:17]3)[CH:13]=[CH:14][C:8]=2[CH:7]=1)=[O:5])C.[OH-].[Na+].Cl>C1COCC1.C(O)C>[CH:22]([N:19]1[CH2:20][CH2:21][CH:16]([O:15][C:12]2[CH:13]=[CH:14][C:8]3[CH:7]=[C:6]([C:4]([OH:5])=[O:3])[S:10][C:9]=3[CH:11]=2)[CH2:17][CH2:18]1)([CH3:24])[CH3:23] |f:1.2,4.5|. Reported procedure: The above prepared 6-(1-isopropyl-piperidin-4-yloxy)-benzo[b]thiophene-2-carboxylic acid ethyl ester (0.359 g, 1.033 mmol) was dissolved in 2 mL of THF/ethanol=1/1 and treated with 0.517 mL of aq. NaOH (3M, 1.5 eq.). The mixture was stirred for 1 h at ambient temperature and was then neutralized by adding 0.77 mL of 2M HCl (1.5 eq.). Careful evaporation of all solvents and drying afforded then 0.475 g of the title compound as white solid contaminated with innocouos inorganic salts.